From a dataset of the Open Reaction Database (ORD), a public repository of structured organic reaction records. describe an organic reaction: reactants, conditions, products, and yield Reactants: polyvinylpyrrolidone, C(C1=CC=CC=C1)OC(C(N1C(C(C1=O)(Br)Br)S(=O)NCC1=CC=CC=C1)=C(C)C)=O (3,3-dibromo-alpha-(1-methylethylidene)-2-[benzylaminosulfinyl]-4-oxo-1-azetidine acetic acid benzyl ester), BrBr (bromine), BrBr (bromine). The solvent is C(Cl)(Cl)Cl (chloroform). Conditions: time 48 hour. The product is C(C1=CC=CC=C1)OC(C(N1C(C(C1=O)(Br)Br)Br)=C(C)C)=O (2,3,3-tribromo-alpha-(1-methylethylidene)-4-oxo-1-azetidine acetic acid benzyl ester). Yield: 55.0%. Reaction SMILES: [CH2:1]([O:8][C:9](=[O:31])[C:10](=[C:28]([CH3:30])[CH3:29])[N:11]1[C:14](=[O:15])[C:13]([Br:17])([Br:16])[CH:12]1S(NCC1C=CC=CC=1)=O)[C:2]1[CH:7]=[CH:6][CH:5]=[CH:4][CH:3]=1.[Br:32]Br>C(Cl)(Cl)Cl>[CH2:1]([O:8][C:9](=[O:31])[C:10](=[C:28]([CH3:30])[CH3:29])[N:11]1[C:14](=[O:15])[C:13]([Br:17])([Br:16])[CH:12]1[Br:32])[C:2]1[CH:7]=[CH:6][CH:5]=[CH:4][CH:3]=1. Reported procedure: 3,3-dibromo-alpha-(1-methylethylidene)-2-[benzylaminosulfinyl]-4-oxo-1-azetidine acetic acid benzyl ester (5.7 g; 0.01 mole) was dissolved in chloroform (120 mL), bromine on a polymer carrier (18.75 g; the content of bromine bound to the polymer matrix with polyvinylpyrrolidone was 26%, 0.03 mole) was added and it was stirred at room temperature for 48 hours. Then the polymer was sucked off and the filtrate was evaporated to dryness. The evaporated residue was passed through a silica gel column ... Starting materials: [Si](C1=CC=CC=C1)(C1=CC=CC=C1)(C(C)(C)C)OC[C@H]1OC([C@](C1(O)C)(C)F)OC ((2R,4R)-2-((tert-butyldiphenylsilyloxy)methyl)-4-fluoro-5-methoxy-3,4-dimethyl-tetrahydrofuran-3-ol), [F-].C(CCC)[N+](CCCC)(CCCC)CCCC (tetra butyl ammonium fluoride), C([O-])(O)=O.[Na+] (sodium bicarbonate). Reaction conditions: time 1.5 hour. Product: F[C@@]1(C([C@H](OC1OC)CO)(O)C)C ((2R,4R)-4-fluoro-2-(hydroxymethyl)-5-methoxy-3,4-dimethyl-tetrahydrofuran-3-ol). The yield is 99.4%. RXN SMILES: [Si]([O:18][CH2:19][C@@H:20]1[C:24]([CH3:26])([OH:25])[C@:23]([F:28])([CH3:27])[CH:22]([O:29][CH3:30])[O:21]1)(C(C)(C)C)(C1C=CC=CC=1)C1C=CC=CC=1.[F-].C([N+](CCCC)(CCCC)CCCC)CCC.C(=O)(O)[O-].[Na+]>>[F:28][C@@:23]1([CH3:27])[CH:22]([O:29][CH3:30])[O:21][C@H:20]([CH2:19][OH:18])[C:24]1([CH3:26])[OH:25] |f:1.2,3.4|. Reported procedure: To a solution of (2R,4R)-2-((tert-butyldiphenylsilyloxy)methyl)-4-fluoro-5-methoxy-3,4-dimethyl-tetrahydrofuran-3-ol (about 6.3 g, 14.5 mmol) in tetrahydrafuran (about 100 ml) at about 0° C. was added 1N tetra butyl ammonium fluoride solution (about 14.5 ml, 14.5 mmol) drop wise for about 10 minutes and stirred at room temperature for about 1.5 hours. Completion of the reaction monitored by thin-layer chromatography and neutralized with saturated sodium bicarbonate. Aqueous layer was extracted w...